Task: describe an organic reaction: reactants, conditions, products, and yield. Dataset: the Open Reaction Database (ORD), a public repository of structured organic reaction records Reactants: C1CCOC1, CC(=O)O, CO, Fc1ccc(C2CCc3c2nc(Cl)nc3N2CC(F)(F)C2)cc1, COc1cc(N)ccc1-n1cnc(Cl)n1. The product is COc1cc(Nc2nc3c(c(N4CC(F)(F)C4)n2)CCC3c2ccc(F)cc2)ccc1-n1cnc(Cl)n1. RXN SMILES: [CH2:43]1[O:44][CH2:45][CH2:46][CH2:47]1.[CH3:39][C:40](=[O:41])[OH:42].[CH3:48][OH:49].[Cl:1][c:2]1[n:3][c:4]([N:18]2[CH2:19][C:20]([F:22])([F:23])[CH2:21]2)[c:5]2[c:6]([n:7]1)[CH:8]([c:11]1[cH:12][cH:13][c:14]([F:17])[cH:15][cH:16]1)[CH2:9][CH2:10]2.[Cl:24][c:25]1[n:26][n:27](-[c:30]2[c:31]([O:37][CH3:38])[cH:32][c:33]([NH2:34])[cH:35][cH:36]2)[cH:28][n:29]1>>[c:2]1([NH:34][c:33]2[cH:32][c:31]([O:37][CH3:38])[c:30](-[n:27]3[n:26][c:25]([Cl:24])[n:29][cH:28]3)[cH:36][cH:35]2)[n:3][c:4]([N:18]2[CH2:19][C:20]([F:22])([F:23])[CH2:21]2)[c:5]2[c:6]([n:7]1)[CH:8]([c:11]1[cH:12][cH:13][c:14]([F:17])[cH:15][cH:16]1)[CH2:9][CH2:10]2. Reactants: CN(C)C=O (DMF), CC=1C=CC(=NC1)S(=O)(=O)NC1=NC(=NC(=C1OC1=C(C=CC=C1)OC)OCC#CCO)C1=CC=NC=C1 (5-methyl-N-[6-(4-hydroxy-2-butynyloxy)-5-(o-methoxyphenoxy)-2-(4-pyridyl)-4-pyrimidinyl]-2-pyridine sulfonamide), C1(=CC=CC=C1)N=C=O (phenylisocyanate). Reagents/catalysts: CN(C)C=1C=CN=CC1 (DMAP). Solvent: C(C)(=O)OCC (ethyl acetate), C(Cl)(Cl)Cl (chloroform). Conditions: time 16 hour. Yields the product CC=1C=CC(=NC1)S(=O)(=O)NC1=C(C(=NC(=N1)C1=CC=NC=C1)OCC#CCOC(NC1=CC=CC=C1)=O)OC1=C(C=CC=C1)OC (phenylcarbamic acid 4-[6-(5-methylpyridine-2-sulfonylamino)-5-(2-methoxy-phenoxy)-2-pyridin-4-yl-pyrimidin-4-yloxy]-but-2-ynyl ester). As a reaction SMILES: [CH3:1][C:2]1[CH:3]=[CH:4][C:5]([S:8]([NH:11][C:12]2[C:17]([O:18][C:19]3[CH:24]=[CH:23][CH:22]=[CH:21][C:20]=3[O:25][CH3:26])=[C:16]([O:27][CH2:28][C:29]#[C:30][CH2:31][OH:32])[N:15]=[C:14]([C:33]3[CH:38]=[CH:37][N:36]=[CH:35][CH:34]=3)[N:13]=2)(=[O:10])=[O:9])=[N:6][CH:7]=1.[C:39]1([N:45]=[C:46]=[O:47])[CH:44]=[CH:43][CH:42]=[CH:41][CH:40]=1.CN(C=O)C>CN(C1C=CN=CC=1)C.C(Cl)(Cl)Cl.C(OCC)(=O)C>[CH3:1][C:2]1[CH:3]=[CH:4][C:5]([S:8]([NH:11][C:12]2[N:13]=[C:14]([C:33]3[CH:34]=[CH:35][N:36]=[CH:37][CH:38]=3)[N:15]=[C:16]([O:27][CH2:28][C:29]#[C:30][CH2:31][O:32][C:46](=[O:47])[NH:45][C:39]3[CH:44]=[CH:43][CH:42]=[CH:41][CH:40]=3)[C:17]=2[O:18][C:19]2[CH:24]=[CH:23][CH:22]=[CH:21][C:20]=2[O:25][CH3:26])(=[O:10])=[O:9])=[N:6][CH:7]=1. Procedure: A suspension of 50 mg of 5-methyl-N-[6-(4-hydroxy-2-butynyloxy)-5-(o-methoxyphenoxy)-2-(4-pyridyl)-4-pyrimidinyl]-2-pyridine sulfonamide (Example 3), 10 mg of DMAP and 25 μl of phenylisocyanate in 5 ml of chloroform was refluxed for 15 minutes under argon. 1.5 ml of DMF was added and stirring and heating was continued for 16 h. The clear solution was diluted with 50 ml of ethyl acetate and washed with 50 ml of 10% aqueous citric acid and 2×50 ml of water. The organic phase was dried over MgSO4 a... Reactants: [N+](=O)([O-])C1=CC=C(C=C1)CCN(C)C (N-(4-nitrophenylethyl)dimethylamine), Cl (hydrogen chloride). Solvent: O1CCOCC1 (1,4-dioxane). Yields the product Cl.Cl.NC1=CC=C(C=C1)CCN(C)C (N-(4-aminophenylethyl)dimethylamine dihydrochloride). Yield: 85.0%. RXN SMILES: [N+:1]([C:4]1[CH:9]=[CH:8][C:7]([CH2:10][CH2:11][N:12]([CH3:14])[CH3:13])=[CH:6][CH:5]=1)([O-])=O.[ClH:15]>O1CCOCC1>[ClH:15].[ClH:15].[NH2:1][C:4]1[CH:5]=[CH:6][C:7]([CH2:10][CH2:11][N:12]([CH3:13])[CH3:14])=[CH:8][CH:9]=1 |f:3.4.5|. Procedure: Using the compound obtained in Example 97 as a starting material and after adding a solution of hydrogen chloride (4N) in 1,4-dioxane, the same procedure of Example 2 gave 2.37 g of the titled compound (yield, 85%). Starting materials: C(=O)(N1C=NC=C1)N1C=NC=C1 (1,1′-carbonyldiimidazole), S1C(=NC2=C1C=CC=C2)SCC(=O)O ((benzothiazol-2-ylsulfanyl)-acetic acid), FC(C(=O)[O-])(F)F.N[C@H]1[C@H]2SCC(=C(N2C1=O)C(=O)O)/C=C\1/C(N(CC1)CC1=CC=[N+](C=C1)CC(NC1=CC=C(C=C1)O)=O)=O ((E)-(6R,7R)-7-amino-3-[1-[1-[(4-hydroxy-phenylcarbamoyl)-methyl]-pyridin-1-ium-4-ylmethyl]-2-oxo-pyrrolidin-3-ylidenemethyl]-8-oxo-5-thia-1-aza-bicyclo[4.2.0]oct-2-ene-2-carboxylate trifluoroacetate). Run in CN(C(C)=O)C (N,N-dimethylacetamide). Product: OC1=CC=C(C=C1)NC(=O)C[N+]1=CC=C(C=C1)CN1C(\C(\CC1)=C\C1=C(N2C([C@H]([C@H]2SC1)NC(CSC=1SC2=C(N1)C=CC=C2)=O)=O)C(=O)[O-])=O ((E)-(6R,7R)-3-[1-[1-[(4-Hydroxy-phenylcarbamoyl)-methyl]-pyridin-1-ium-4-ylmethyl]-2-oxo-pyrrolidin-3-ylidenemethyl]-8-oxo-7-[2-(1-benzothiazol-2-ylsulfanyl)-acetylamino]-5-thia-1-aza-bicyclo[4.2.0]oct-2-ene-2-carboxylate). Reaction SMILES: C(N1C=CN=C1)(N1C=CN=C1)=O.[S:13]1[C:17]2[CH:18]=[CH:19][CH:20]=[CH:21][C:16]=2[N:15]=[C:14]1[S:22][CH2:23][C:24]([OH:26])=O.FC(F)(F)C([O-])=O.[NH2:34][C@@H:35]1[C:42](=[O:43])[N:41]2[C@@H:36]1[S:37][CH2:38][C:39](/[CH:47]=[C:48]1/[C:49](=[O:71])[N:50]([CH2:53][C:54]3[CH:59]=[CH:58][N+:57]([CH2:60][C:61](=[O:70])[NH:62][C:63]4[CH:68]=[CH:67][C:66]([OH:69])=[CH:65][CH:64]=4)=[CH:56][CH:55]=3)[CH2:51][CH2:52]/1)=[C:40]2[C:44]([OH:46])=[O:45]>CN(C)C(=O)C>[OH:69][C:66]1[CH:65]=[CH:64][C:63]([NH:62][C:61]([CH2:60][N+:57]2[CH:58]=[CH:59][C:54]([CH2:53][N:50]3[CH2:51][CH2:52]/[C:48](=[CH:47]\[C:39]4[CH2:38][S:37][C@H:36]5[N:41]([C:42](=[O:43])[C@H:35]5[NH:34][C:24](=[O:26])[CH2:23][S:22][C:14]5[S:13][C:17]6[CH:18]=[CH:19][CH:20]=[CH:21][C:16]=6[N:15]=5)[C:40]=4[C:44]([O-:46])=[O:45])/[C:49]3=[O:71])=[CH:55][CH:56]=2)=[O:70])=[CH:68][CH:67]=1 |f:2.3|. Procedure: With 70.0 mg (0.43 mmol) 1,1′-carbonyldiimidazole, 96.0 mg (0.43 mmol) (benzothiazol-2-ylsulfanyl)-acetic acid and 233.8 mg (0.36 mmol) (E)-(6R,7R)-7-amino-3-[1-[1-[(4-hydroxy-phenylcarbamoyl)-methyl]-pyridin-1-ium-4-ylmethyl]-2-oxo-pyrrolidin-3-ylidenemethyl]-8-oxo-5-thia-1-aza-bicyclo[4.2.0]oct-2-ene-2-carboxylate trifluoroacetate in 4 ml N,N-dimethylacetamide. Reported procedure: 4,4-Dimethyl-7-{2-[(1H-pyrrolo[2,3-b]pyridin-3-ylmethyl)-amino]-benzoylamino}-3,4-dihydro-1H-isoquinoline-2-carboxylic acid tert-butyl ester (Step B, 0.45 g, 0.86 mmol) was treated with 10 mL of 1/1 TFA/CH2Cl2 solution and stirred at RT for 1 h. The volatiles were removed under reduced pressure and the residue was purified by flash column chromatography to obtain the titled compound as a white solid. MS (ES+): 426.1 (M+H)+. Calc'd for C26H27N5O-425.22. Starting materials: C(C)(C)(C)OC(=O)N1CC2=CC(=CC=C2C(C1)(C)C)NC(C1=C(C=CC=C1)NCC1=CNC2=NC=CC=C21)=O (4,4-dimethyl-7-{2-[(1H-pyrrolo[2,3-b]pyridin-3-ylmethyl)-amino]-benzoylamino}-3,4-dihydro-1H-isoquinoline-2-carboxylic acid tert-butyl ester), C(=O)(C(F)(F)F)O.C(Cl)Cl (TFA CH2Cl2). Conditions: time 1 hour. Product: CC1(CNCC2=CC(=CC=C12)NC(C1=C(C=CC=C1)NCC1=CNC2=NC=CC=C21)=O)C (N-(4,4-dimethyl-1,2,3,4-tetrahydro-isoquinolin-7-yl)-2-[(1H-pyrrolo[2,3-b]pyridin-3-ylmethyl)-amino]-benzamide). RXN SMILES: C(OC([N:8]1[CH2:17][C:16]([CH3:19])([CH3:18])[C:15]2[C:10](=[CH:11][C:12]([NH:20][C:21](=[O:39])[C:22]3[CH:27]=[CH:26][CH:25]=[CH:24][C:23]=3[NH:28][CH2:29][C:30]3[C:38]4[C:33](=[N:34][CH:35]=[CH:36][CH:37]=4)[NH:32][CH:31]=3)=[CH:13][CH:14]=2)[CH2:9]1)=O)(C)(C)C.C(O)(C(F)(F)F)=O.C(Cl)Cl>>[CH3:18][C:16]1([CH3:19])[C:15]2[C:10](=[CH:11][C:12]([NH:20][C:21](=[O:39])[C:22]3[CH:27]=[CH:26][CH:25]=[CH:24][C:23]=3[NH:28][CH2:29][C:30]3[C:38]4[C:33](=[N:34][CH:35]=[CH:36][CH:37]=4)[NH:32][CH:31]=3)=[CH:13][CH:14]=2)[CH2:9][NH:8][CH2:17]1 |f:1.2|. The solvent is 1/1. The reactants are CC(=O)N1CCN(Cc2ccc(O)cc2)CC1, O=C([O-])[O-], CC(C)(C)OC(=O)N1CC(OS(C)(=O)=O)C1, [Cs+], [Cs+], CN(C)C=O, O. Product: CC(=O)N1CCN(Cc2ccc(OC3CN(C(=O)OC(C)(C)C)C3)cc2)CC1. RXN SMILES: [C:1]([CH3:2])(=[O:3])[N:4]1[CH2:5][CH2:6][N:7]([CH2:10][c:11]2[cH:12][cH:13][c:14]([OH:17])[cH:15][cH:16]2)[CH2:8][CH2:9]1.[C:34](=[O:35])([O-:36])[O-:37].[CH3:18][S:19]([O:20][CH:23]1[CH2:24][N:25]([C:27](=[O:28])[O:29][C:30]([CH3:31])([CH3:32])[CH3:33])[CH2:26]1)(=[O:21])=[O:22].[Cs+:38].[Cs+:39].[O:40]=[CH:41][N:42]([CH3:43])[CH3:44].[OH2:45]>>[C:1]([CH3:2])(=[O:3])[N:4]1[CH2:5][CH2:6][N:7]([CH2:10][c:11]2[cH:12][cH:13][c:14]([O:17][CH:23]3[CH2:24][N:25]([C:27](=[O:28])[O:29][C:30]([CH3:31])([CH3:32])[CH3:33])[CH2:26]3)[cH:15][cH:16]2)[CH2:8][CH2:9]1. Starting materials: [C-]#N.[Na+] (sodium cyanide), CN1[C@H]2C[C@H]([C@@H]1[C@@H]3CC4=C([C@H]5N3[C@@H]2OC5)C(=CC=C4)OC)C(=O)[O-] (DC-52). The solvent is P(=O)([O-])([O-])[O-] (phosphate). Run at time 1.5 hour. Product: CN1C2CC(C1C3CC4=C(C(N3C2C#N)CO)C(=CC=C4)OC)C(=O)O (DX-52-1). As a reaction SMILES: [C-:1]#[N:2].[Na+].[CH3:4][N:5]1[C@H:9]2[C@H:10]3[N:15]4[C@H:16]([O:17][CH2:18][C@H:14]4[C:13]4[C:19]([O:23][CH3:24])=[CH:20][CH:21]=[CH:22][C:12]=4[CH2:11]3)[C@@H:6]1[CH2:7][C@H:8]2[C:25]([O-:27])=[O:26]>P([O-])([O-])([O-])=O>[CH3:4][N:5]1[CH:9]2[CH:10]3[N:15]([CH:16]([C:1]#[N:2])[CH:6]1[CH2:7][CH:8]2[C:25]([OH:27])=[O:26])[CH:14]([CH2:18][OH:17])[C:13]1[C:19]([O:23][CH3:24])=[CH:20][CH:21]=[CH:22][C:12]=1[CH2:11]3 |f:0.1|. Procedure details: At first, 2.0 g of sodium cyanide is dissolved in 30 ml of 0.1M phosphate buffer (pH 7.4) and 1 g of crude DC-52-(containing 0.6 g of DC-52) is added thereto. The mixture is stirred at room temperature for 1.5 hours. The reaction mixture is passed through a column containing 200 ml of Diaion HP-20SS (made by Mitsubishi Chemical Industries Co., Ltd.), and the column is developed and eluted with 1 l of water (fraction Nos. 1-160; 6 ml each), and then with 1% acetone-99% water (by volume; fraction ... Reactants: NC=1C(=NC(=CN1)C1=CC=C(C=C1)S(=O)(=O)N1CCN(CC1)C)C(=O)OC (Methyl 3-amino-6-[4-[(4-methyl-1-piperazinyl)sulfonyl]phenyl]pyrazine-2-carboxylate), [OH-].[Li+] (Lithium hydroxide). The solvent is O1CCCC1 (tetrahydrofuran), O (water). Conditions: temperature 50 celsius, time 3 hour. Yields the product NC=1C(=NC(=CN1)C1=CC=C(C=C1)S(=O)(=O)N1CCN(CC1)C)C(=O)O (3-Amino-6-[4-[(4-methyl-1-piperazinyl)sulfonyl]phenyl]-2-pyrazinecarboxylic Acid). Yield: 86.0%. As a reaction SMILES: [NH2:1][C:2]1[C:3]([C:24]([O:26]C)=[O:25])=[N:4][C:5]([C:8]2[CH:13]=[CH:12][C:11]([S:14]([N:17]3[CH2:22][CH2:21][N:20]([CH3:23])[CH2:19][CH2:18]3)(=[O:16])=[O:15])=[CH:10][CH:9]=2)=[CH:6][N:7]=1.[OH-].[Li+]>O1CCCC1.O>[NH2:1][C:2]1[C:3]([C:24]([OH:26])=[O:25])=[N:4][C:5]([C:8]2[CH:9]=[CH:10][C:11]([S:14]([N:17]3[CH2:18][CH2:19][N:20]([CH3:23])[CH2:21][CH2:22]3)(=[O:16])=[O:15])=[CH:12][CH:13]=2)=[CH:6][N:7]=1 |f:1.2|. Procedure details: Methyl 3-amino-6-[4-[(4-methyl-1-piperazinyl)sulfonyl]phenyl]pyrazine-2-carboxylate was dissolved in anhydrous tetrahydrofuran (10 mL). Lithium hydroxide (0.113 g, 4.72 mmol) in water (19 mL) was added at room temperature and the resulting mixture was stirred at 50° C. for 3 h. The tetrahydrofuran was evaporated and the pH of the water phase was adjusted to 6 with HCl (aq). The precipitated product was filtered and washed with water and dried to give 0.763 g (86% yield) of the title compound as ...